This data is from the Open Reaction Database (ORD), a public repository of structured organic reaction records. The task is: describe an organic reaction: reactants, conditions, products, and yield Yields the product ClC1=CC=C(C=C1)C1(CCN(CC1)CCCC1=NOC2=C1C=CC(=C2)F)O (4-(4-Chlorophenyl)-1-[3-(6-fluoro-1,2-benzisoxazol-3-yl)propyl]-4-hydroxypiperidine). Run at temperature 90 celsius, time 1 hour. The yield is 66.1%. Reaction SMILES: [Cl:1][C:2]1[CH:7]=[CH:6][C:5]([C:8]2([OH:14])[CH2:13][CH2:12][NH:11][CH2:10][CH2:9]2)=[CH:4][CH:3]=1.Cl[CH2:16][CH2:17][CH2:18][C:19]1[C:23]2[CH:24]=[CH:25][C:26]([F:28])=[CH:27][C:22]=2[O:21][N:20]=1.C(=O)(O)[O-].[Na+].[I-].[K+]>CN(C)C=O>[Cl:1][C:2]1[CH:7]=[CH:6][C:5]([C:8]2([OH:14])[CH2:9][CH2:10][N:11]([CH2:16][CH2:17][CH2:18][C:19]3[C:23]4[CH:24]=[CH:25][C:26]([F:28])=[CH:27][C:22]=4[O:21][N:20]=3)[CH2:12][CH2:13]2)=[CH:4][CH:3]=1 |f:2.3,4.5|. Reported procedure: To 30 ml of dry dimethylformamide was added 3.0 g of 4-(4-chlorophenyl)-4-hydroxypiperidine, 2.99 g of 3-(3-chloropropyl)-6-fluoro-1,2-benzisoxazole, 8.0 g of sodium bicarbonate, and a crystal of potassium iodide. After stirring at 90° C. for one hr, the mixture was evaporated to an oil. The oil was stirred with 100 ml of water for five mins, and then extracted with ether. The ether solution was washed with water (2×), saturated sodium chloride solution and dried over anhydrous magnesium sulfate... Reactants: ClC1=CC=C(C=C1)C1(CCNCC1)O (4-(4-chlorophenyl)-4-hydroxypiperidine), ClCCCC1=NOC2=C1C=CC(=C2)F (3-(3-chloropropyl)-6-fluoro-1,2-benzisoxazole), C([O-])(O)=O.[Na+] (sodium bicarbonate), [I-].[K+] (potassium iodide). The solvent is CN(C=O)C (dimethylformamide).